From a dataset of the Open Reaction Database (ORD), a public repository of structured organic reaction records. describe an organic reaction: reactants, conditions, products, and yield Reactants: P(=O)(Cl)(Cl)Cl (phosphorus oxychloride), ClC1=C(C=CC=C1)C1CC(C=2C(C=CNC2C1)=O)=O (7-(2-chlorophenyl)-1,4,5,6,7,8-hexahydroquinoline-4,5-dione). Reaction conditions: temperature 100 celsius, time 2 hour. Product: ClC1=CC=NC=2CC(CC(C12)=O)C1=C(C=CC=C1)Cl (4-chloro-7-(2-chlorophenyl)-5,6,7,8-tetrahydroquinolin-5-one). Yield: 85.9%. RXN SMILES: P(Cl)(Cl)([Cl:3])=O.[Cl:6][C:7]1[CH:12]=[CH:11][CH:10]=[CH:9][C:8]=1[CH:13]1[CH2:22][C:21]2[NH:20][CH:19]=[CH:18][C:17](=O)[C:16]=2[C:15](=[O:24])[CH2:14]1>>[Cl:3][C:17]1[C:16]2[C:15](=[O:24])[CH2:14][CH:13]([C:8]3[CH:9]=[CH:10][CH:11]=[CH:12][C:7]=3[Cl:6])[CH2:22][C:21]=2[N:20]=[CH:19][CH:18]=1. Reported procedure: Under ice-cooling, to phosphorus oxychloride (5.4 g) was added 7-(2-chlorophenyl)-1,4,5,6,7,8-hexahydroquinoline-4,5-dione (0.60 g), and the mixture was stirred at 100° C. for 2 hours and cooled. Under reduced pressure, phosphorus oxychloride was evaporated, and to the residue was added 1N sodium hydroxide solution. The mixture was extracted with ethyl acetate, and the organic layer was washed with water and saturated brine, dried with magnesium sulfate and concentrated under reduced pressure to...